Dataset: the Open Reaction Database (ORD), a public repository of structured organic reaction records. Task: describe an organic reaction: reactants, conditions, products, and yield The reactants are step-iii, [BH-](OC(=O)C)(OC(=O)C)OC(=O)C.[Na+] (Na(OAc)3BH), O=C1CCN(CC1)C(=O)OC(C)(C)C (tert-butyl 4-oxopiperidine-1-carboxylate), BrC1=CC=C(N)C=C1 (4-bromoaniline). Reagents/catalysts: C(C)(=O)O (acetic acid). The solvent is ClC(C)Cl (dichloroethane). Product: BrC1=CC=C(C=C1)NC1CCN(CC1)C(=O)OC(C)(C)C (tert-butyl 4-((4-bromophenyl)amino)piperidine-1-carboxylate). As a reaction SMILES: O=[C:2]1[CH2:7][CH2:6][N:5]([C:8]([O:10][C:11]([CH3:14])([CH3:13])[CH3:12])=[O:9])[CH2:4][CH2:3]1.[Br:15][C:16]1[CH:22]=[CH:21][C:19]([NH2:20])=[CH:18][CH:17]=1.[BH-](OC(C)=O)(OC(C)=O)OC(C)=O.[Na+]>C(O)(=O)C.ClC(Cl)C>[Br:15][C:16]1[CH:22]=[CH:21][C:19]([NH:20][CH:2]2[CH2:7][CH2:6][N:5]([C:8]([O:10][C:11]([CH3:14])([CH3:13])[CH3:12])=[O:9])[CH2:4][CH2:3]2)=[CH:18][CH:17]=1 |f:2.3|. Procedure: Using similar reaction conditions as described in step-iii of example-133, tert-butyl 4-oxopiperidine-1-carboxylate (3 gm, 15.0 mmol) and 4-bromoaniline (2.59 gm, 15.0 mmol) were reacted using Na(OAc)3BH (105 mg, 0.494 mmol) and 3 drops of acetic acid in dichloroethane (80 mL) to afford 6.7 gm (crude) of the titled compound. MS: m/z=256.8 (M-Boc+1). The reactants are CC(=O)NC(Cc1cccc(C(=O)c2ccccc2)c1)C(=O)O, Cl. Yields the product NC(Cc1cccc(C(=O)c2ccccc2)c1)C(=O)O. As a reaction SMILES: [C:1](=[O:2])([CH3:3])[NH:4][CH:5]([CH2:6][c:7]1[cH:8][c:9]([C:13]([c:14]2[cH:15][cH:16][cH:17][cH:18][cH:19]2)=[O:20])[cH:10][cH:11][cH:12]1)[C:21](=[O:22])[OH:23].[ClH:24]>>[NH2:4][CH:5]([CH2:6][c:7]1[cH:8][c:9]([C:13]([c:14]2[cH:15][cH:16][cH:17][cH:18][cH:19]2)=[O:20])[cH:10][cH:11][cH:12]1)[C:21](=[O:22])[OH:23].